This data is from the Open Reaction Database (ORD), a public repository of structured organic reaction records. The task is: describe an organic reaction: reactants, conditions, products, and yield Reactants: ClC(Cl)Cl, CC(C)(C)c1ccc(CO)c(Cl)c1. Product: CC(C)(C)c1ccc(C=O)c(Cl)c1. Reaction SMILES: [CH:14]([Cl:15])([Cl:16])[Cl:17].[Cl:1][c:2]1[c:3]([CH2:4][OH:5])[cH:6][cH:7][c:8]([C:10]([CH3:11])([CH3:12])[CH3:13])[cH:9]1>>[Cl:1][c:2]1[c:3]([CH:4]=[O:5])[cH:6][cH:7][c:8]([C:10]([CH3:11])([CH3:12])[CH3:13])[cH:9]1. Reactants: CS(C)=O, CC#N, Cl, O=S(=O)(Cl)c1c(OCC(F)F)cccc1C(F)(F)F, COc1cnc(OC)n2nc(N)nc12, Cc1cncc(C)c1. Product: COc1cnc(OC)n2nc(NS(=O)(=O)c3c(OCC(F)F)cccc3C(F)(F)F)nc12. RXN SMILES: [CH3:42][S:43]([CH3:44])=[O:45].[CH3:47][C:48]#[N:49].[ClH:46].[F:15][CH:16]([CH2:17][O:18][c:19]1[c:20]([S:29](=[O:30])(=[O:31])[Cl:32])[c:21]([C:25]([F:26])([F:27])[F:28])[cH:22][cH:23][cH:24]1)[F:33].[NH2:1][c:2]1[n:3][n:4]2[c:5]([O:13][CH3:14])[n:6][cH:7][c:8]([O:11][CH3:12])[c:9]2[n:10]1.[n:34]1[cH:35][c:36]([CH3:37])[cH:38][c:39]([CH3:40])[cH:41]1>>[NH:1]([c:2]1[n:3][n:4]2[c:5]([O:13][CH3:14])[n:6][cH:7][c:8]([O:11][CH3:12])[c:9]2[n:10]1)[S:29]([c:20]1[c:19]([O:18][CH2:17][CH:16]([F:15])[F:33])[cH:24][cH:23][cH:22][c:21]1[C:25]([F:26])([F:27])[F:28])(=[O:30])=[O:31]. The reactants are OO (H2O2), S(=S)(=O)([O-])[O-].[Na+].[Na+] (sodium thiosulfate), C(C=C)N1C(C2=C(CCC1)C=CC(=C2)OC)=O (2-allyl-8-methoxy-2,3,4,5-tetrahydro-1H-2-benzazepin-1-one), C1(CCCCCCCB1)C1CCCCCCCC1 (9-borabicyclononane), [OH-].[Na+] (NaOH). Solvent: CCO (EtOH), O1CCCC1 (tetrahydrofuran). Conditions: time 18 hour. Yields the product OCCCN1C(C2=C(CCC1)C=CC(=C2)OC)=O (2-(3-hydroxypropyl)-8-methoxy-2,3,4,5-tetrahydro-1H-2-benzazepin-1-one). Isolated yield 60.0%. RXN SMILES: [CH2:1]([N:4]1[CH2:10][CH2:9][CH2:8][C:7]2[CH:11]=[CH:12][C:13]([O:15][CH3:16])=[CH:14][C:6]=2[C:5]1=[O:17])[CH:2]=[CH2:3].C1(C2CCCCCCCC2)BCCCCCCC1.[OH-].[Na+].OO.S([O-])([O-])(=[O:42])=S.[Na+].[Na+]>O1CCCC1.CCO>[OH:42][CH2:3][CH2:2][CH2:1][N:4]1[CH2:10][CH2:9][CH2:8][C:7]2[CH:11]=[CH:12][C:13]([O:15][CH3:16])=[CH:14][C:6]=2[C:5]1=[O:17] |f:2.3,5.6.7|. Reported procedure: A solution of 2-allyl-8-methoxy-2,3,4,5-tetrahydro-1H-2-benzazepin-1-one (8.0 g, 0.043 mol) in dry tetrahydrofuran (40 mL) was treated with 9-borabicyclononane (1.0M in THF) and the resulting mixture was stirred for 18 hours at room temperature. The solution was then diluted with EtOH (50 mL), cooled to 0° C. (ice bath), and treated with 15% aqueous NaOH (15 mL) followed by 30% aqueous H2O2 (10 mL). The resulting mixture was stirred for 1 hour at 0° C., then treated cautiously with saturated aqu... Starting materials: COc1cc(CCOS(C)(=O)=O)cc(OC)c1OC, CN(C)C=O, [K+], [K+], c1ccc2c(c1)Cn1cccc1C(C1CCNCC1)O2, O=C([O-])[O-]. Yields the product COc1cc(CCN2CCC(C3Oc4ccccc4Cn4cccc43)CC2)cc(OC)c1OC. RXN SMILES: [CH3:27][S:28]([O:29][CH2:32][CH2:33][c:34]1[cH:35][c:36]([O:44][CH3:45])[c:37]([O:42][CH3:43])[c:38]([O:40][CH3:41])[cH:39]1)(=[O:30])=[O:31].[CH3:46][N:47]([CH3:48])[CH:49]=[O:50].[K+:21].[K+:22].[NH:1]1[CH2:2][CH2:3][CH:4]([CH:7]2[O:8][c:9]3[c:10]([cH:17][cH:18][cH:19][cH:20]3)[CH2:11][n:12]3[c:13]2[cH:14][cH:15][cH:16]3)[CH2:5][CH2:6]1.[O-:23][C:24]([O-:25])=[O:26]>>[N:1]1([CH2:32][CH2:33][c:34]2[cH:35][c:36]([O:44][CH3:45])[c:37]([O:42][CH3:43])[c:38]([O:40][CH3:41])[cH:39]2)[CH2:2][CH2:3][CH:4]([CH:7]2[O:8][c:9]3[c:10]([cH:17][cH:18][cH:19][cH:20]3)[CH2:11][n:12]3[c:13]2[cH:14][cH:15][cH:16]3)[CH2:5][CH2:6]1. Reported procedure: A mixture of 0.47 mol of ethyl 4-trifluoromethylbenzoate (prepared from 4-trifluoromethylbenzoyl chloride, ethanol and pyridine), 1000 ml of ethanol and 20 g of rhodium/activated charcoal (5%) is hydrogenated for 5 hours under a pressure of 5 bar and at a temperature of 60° C. The ethyl 4-trifluoromethylcyclohexanecarboxylate (cis/trans =87%/13%) obtained after removal of the catalyst by filtration and removal of the solvent is, without prior purification, suspended in 300 ml of water and treate... Conditions: time 5 hour. Run in C(C)O (ethanol). Reactants: FC(C1=CC=C(C(=O)OCC)C=C1)(F)F (ethyl 4-trifluoromethylbenzoate). Reagents/catalysts: [Rh] (rhodium). Reaction SMILES: [F:1][C:2]([F:15])([F:14])[C:3]1[CH:13]=[CH:12][C:6]([C:7]([O:9][CH2:10][CH3:11])=[O:8])=[CH:5][CH:4]=1>[Rh].C(O)C>[F:1][C:2]([F:14])([F:15])[CH:3]1[CH2:4][CH2:5][CH:6]([C:7]([O:9][CH2:10][CH3:11])=[O:8])[CH2:12][CH2:13]1. Product: FC(C1CCC(CC1)C(=O)OCC)(F)F (ethyl 4-trifluoromethylcyclohexanecarboxylate). Starting materials: ClC1=CC(=C(C=C1)[N+](=O)[O-])NC1CC1 (4-Chloro-2-cyclopropylaminonitrobenzene), ice, C(O)([O-])=O.[Na+] (sodium hydrogen carbonate), [H][H] (hydrogen), [H][H] (hydrogen), BrC(C(=O)Cl)C (2-bromopropionyl chloride). The reagents and catalysts are [Ni] (Raney nickel). Solvent: CO (methanol), COCCOC (1,2-dimethoxyethane). Conditions: temperature -60 celsius, time 2 hour. Product: ClC1=CC(=C(C=C1)NC(C(C)Br)=O)NC1CC1 ((2RS)-N-(4-Chloro-2-cyclopropylaminophenyl)-(2-bromopropionamide)). Reaction SMILES: [Cl:1][C:2]1[CH:7]=[CH:6][C:5]([N+:8]([O-])=O)=[C:4]([NH:11][CH:12]2[CH2:14][CH2:13]2)[CH:3]=1.[H][H].[Br:17][CH:18]([CH3:22])[C:19](Cl)=[O:20].C(=O)([O-])O.[Na+]>CO.[Ni].COCCOC>[Cl:1][C:2]1[CH:7]=[CH:6][C:5]([NH:8][C:19](=[O:20])[CH:18]([Br:17])[CH3:22])=[C:4]([NH:11][CH:12]2[CH2:14][CH2:13]2)[CH:3]=1 |f:3.4|. Procedure details: 4-Chloro-2-cyclopropylaminonitrobenzene (2.10 g, 0.01 mol) was hydrogenated in 100 ml of methanol with Raney nickel catalysis, using 1 atm hydrogen. After the calculated amount of hydrogen had been taken up, the process was stopped, the catalyst was removed by filtration with suction, and the solvent was stripped off in vacuo. To remove water completely, the mixture was taken up twice in methanol and reconcentrated. 4-Chloro-2-cyclopropylaminoaniline (1.80 g), which remained in the form of a bro...